From a dataset of the Open Reaction Database (ORD), a public repository of structured organic reaction records. describe an organic reaction: reactants, conditions, products, and yield Starting materials: C(C)(=O)C=1C(=C(C(N(N1)C)=O)N1C(=C(C2=CC=CC=C12)Cl)Cl)OC (6-acetyl-4-(2,3-dichloroindol-1-yl)-5-methoxy-2-methyl-pyridazin-3-one), [BH4-].[Na+] (sodium borohydride). Solvent: C(C)O (ethanol). Reaction conditions: time 20 minute. The product is ClC=1N(C2=CC=CC=C2C1Cl)C=1C(N(N=C(C1OC)C(C)O)C)=O (4-(2,3-dichloroindol-1-yl)-6-(1-hydroxyethyl)-5-methoxy-2-methyl-pyridazin-3-one). The yield is 75.2%. As a reaction SMILES: [C:1]([C:4]1[C:5]([O:23][CH3:24])=[C:6]([N:12]2[C:20]3[C:15](=[CH:16][CH:17]=[CH:18][CH:19]=3)[C:14]([Cl:21])=[C:13]2[Cl:22])[C:7](=[O:11])[N:8]([CH3:10])[N:9]=1)(=[O:3])[CH3:2].[BH4-].[Na+]>C(O)C>[Cl:22][C:13]1[N:12]([C:6]2[C:7](=[O:11])[N:8]([CH3:10])[N:9]=[C:4]([CH:1]([OH:3])[CH3:2])[C:5]=2[O:23][CH3:24])[C:20]2[C:15]([C:14]=1[Cl:21])=[CH:16][CH:17]=[CH:18][CH:19]=2 |f:1.2|. Reported procedure: To a stirred solution of 6-acetyl-4-(2,3-dichloroindol-1-yl)-5-methoxy-2-methyl-pyridazin-3-one (500 mg, 1.37 mmol) in ethanol (1 mL) at 0° C. is added sodium borohydride (79 mg, 2.05 mmol). After stirring for 20 min, the reaction is quenched with water (10 mL), then concentrated under reduced pressure to remove most of the ethanol. The aqueous solution is then extracted with Et2O (20 mL×2), then concentrated under reduced pressure to give the desired product 4-(2,3-dichloroindol-1-yl)-6-(1-hydr... The reactants are C(=O)C1=CC=C(C(=O)O)C=C1 (4-formylbenzoic acid), [Cl-].[NH4+] (ammonium chloride), [Cr](=O)(=O)([O-])O[Cr](=O)(=O)[O-].[Na+].[Na+] (sodium dichromate), S(O)(O)(=O)=O (sulfuric acid), C(C)(C)Br (isopropyl bromide), [Mg] (magnesium). The solvent is O1CCCC1 (tetrahydrofuran), O1CCCC1 (tetrahydrofuran). Conditions: temperature -20 celsius, time 1 hour. The product is C(C)(C)[Mg]Br (isopropylmagnesium bromide), C(C(C)C)(=O)C1=CC=C(C(=O)O)C=C1 (4-isobutyrylbenzoic acid). RXN SMILES: [CH:1]([Br:4])([CH3:3])[CH3:2].[Mg:5].[CH:6]([C:8]1[CH:16]=[CH:15][C:11]([C:12]([OH:14])=[O:13])=[CH:10][CH:9]=1)=[O:7].[Cl-].[NH4+].[Cr](O[Cr]([O-])(=O)=O)([O-])(=O)=O.[Na+].[Na+].S(=O)(=O)(O)O>O1CCCC1>[CH:8]([Mg:5][Br:4])([CH3:16])[CH3:6].[C:6]([C:8]1[CH:16]=[CH:15][C:11]([C:12]([OH:14])=[O:13])=[CH:10][CH:9]=1)(=[O:7])[CH:1]([CH3:3])[CH3:2] |f:3.4,5.6.7|. Reported procedure: A solution of isopropylmagnesium bromide is prepared from isopropyl bromide (41.0 g, 0.33 mol) and magnesium turnings (10.0 g, 0.41 mol) in tetrahydrofuran (150 mL) by using standard Grignard reaction procedure. This solution is added to a solution of 4-formylbenzoic acid (5.0 g, 0.033 mol) in tetrahydrofuran (50 mL) at −20° C. over a period of 30 minutes. It is then stirred at −20° C. for 1 hour and then treated with aqueous ammonium chloride solution (150 mL). The organic layer is separated an...